From a dataset of the Open Reaction Database (ORD), a public repository of structured organic reaction records. describe an organic reaction: reactants, conditions, products, and yield Starting materials: CN1CCN(c2cc(N3CCc4ccc(Br)cc4C3)nc(N)n2)CC1, CC(C)(C)[O-], N#CC1CCNCC1, [Na+]. Product: CN1CCN(c2cc(N3CCc4ccc(N5CCC(C#N)CC5)cc4C3)nc(N)n2)CC1. Reaction SMILES: [Br:1][c:2]1[cH:3][cH:4][c:5]2[c:10]([cH:11]1)[CH2:9][N:8]([c:12]1[n:13][c:14]([NH2:25])[n:15][c:16]([N:18]3[CH2:19][CH2:20][N:21]([CH3:24])[CH2:22][CH2:23]3)[cH:17]1)[CH2:7][CH2:6]2.[CH3:34][C:35]([CH3:36])([O-:37])[CH3:38].[NH:26]1[CH2:27][CH2:28][CH:29]([C:32]#[N:33])[CH2:30][CH2:31]1.[Na+:39]>>[c:2]1([N:26]2[CH2:27][CH2:28][CH:29]([C:32]#[N:33])[CH2:30][CH2:31]2)[cH:3][cH:4][c:5]2[c:10]([cH:11]1)[CH2:9][N:8]([c:12]1[n:13][c:14]([NH2:25])[n:15][c:16]([N:18]3[CH2:19][CH2:20][N:21]([CH3:24])[CH2:22][CH2:23]3)[cH:17]1)[CH2:7][CH2:6]2. Starting materials: Cl.C(C)(C)OC([C@@H](N)CC1=CC=CC=C1)=O (L-Phenylalanine isopropyl ester hydrochloride), ClC1=NC=NC=C1I (4-chloro-5-iodopyrimidine), N1=CNC(C=C1)=O (4(3H)-Pyrimidinone), ClC1=NC=NC=C1I (4-chloro-5-iodopyrimidine). The product is Cl.C(C)(C)OC([C@@H](N)CC1=CC=CC=C1)=O (L-Phenylalanine isopropyl ester hydrochloride), C(C)(C)OC([C@@H](NC1=NC=NC=C1CCC1=CC=CC=C1)CC1=CC=CC=C1)=O (N-(5-(2-Phenylethyl)pyrimidin-4-yl)-L-phenylalanine Isopropyl Ester). Reaction SMILES: [N:1]1[CH:6]=[CH:5][C:4](=O)[NH:3][CH:2]=1.[Cl:8][C:9]1[C:14](I)=[CH:13]N=CN=1.Cl.[CH:17]([O:20][C:21](=[O:31])[C@H:22]([CH2:24][C:25]1[CH:30]=[CH:29][CH:28]=[CH:27][CH:26]=1)[NH2:23])([CH3:19])[CH3:18]>>[ClH:8].[CH:17]([O:20][C:21](=[O:31])[C@H:22]([CH2:24][C:25]1[CH:26]=[CH:27][CH:28]=[CH:29][CH:30]=1)[NH2:23])([CH3:19])[CH3:18].[CH:17]([O:20][C:21](=[O:31])[C@H:22]([CH2:24][C:25]1[CH:26]=[CH:27][CH:28]=[CH:29][CH:30]=1)[NH:23][C:4]1[C:5]([CH2:13][CH2:14][C:9]2[CH:26]=[CH:25][CH:24]=[CH:22][CH:21]=2)=[CH:6][N:1]=[CH:2][N:3]=1)([CH3:19])[CH3:18] |f:2.3,4.5|. Procedure: L-Phenylalanine isopropyl ester hydrochloride was prepared by Method LLL. 4(3H)-Pyrimidinone (Aldrich) was sequentially converted via Methods N and O to 4-chloro-5-iodopyrimidine. L-Phenylalanine isopropyl ester hydrochloride and 4-chloro-5-iodopyrimidine were coupled via Method P and the coupled product sequentially converted via Methods OOO and X to give the title compound. The reactants are ClC1(C(CCCC1=O)=O)CC#CCC (2-chloro-2-(pent-2-ynyl)-cyclohexane-1,3-dione), C([O-])([O-])=O.[Na+].[Na+] (sodium carbonate). The solvent is C=1(C(=CC=CC1)C)C (xylene). Product: C(C#CCC)C=1C(CCC1)=O (2-(pent-2-ynyl)-cyclopent-2-enone). Reaction SMILES: Cl[C:2]1([CH2:10][C:11]#[C:12][CH2:13][CH3:14])[C:7](=[O:8])[CH2:6][CH2:5][CH2:4]C1=O.C(=O)([O-])[O-].[Na+].[Na+]>C1(C)C(C)=CC=CC=1>[CH2:10]([C:2]1[C:7](=[O:8])[CH2:6][CH2:5][CH:4]=1)[C:11]#[C:12][CH2:13][CH3:14] |f:1.2.3|. Procedure details: treating a solution of the resulting 2-chloro-2-(pent-2-ynyl)-cyclohexane-1,3-dione in xylene with anhydrous sodium carbonate to yield 2-(pent-2-ynyl)-cyclopent-2-enone; Reactants: C1=C(C=CC=2C3=CC=CC=C3CC12)C=O (2-fluorenecarboxaldehyde), solution, C(C)(=O)O (acetic acid), [H][H] (hydrogen). Reagents/catalysts: [OH-].[OH-].[Pd+2] (palladium hydroxide on carbon). Solvent: CCCCCC (hexane), C(C)(=O)OCC (ethyl acetate), C(C)(=O)OCC (ethyl acetate). Product: CC1=CC=2CC3=CC=CC=C3C2C=C1 (2-Methylfluorene). Yield: 69.1%. RXN SMILES: [CH:1]1[C:13]2[CH2:12][C:11]3[C:6](=[CH:7][CH:8]=[CH:9][CH:10]=3)[C:5]=2[CH:4]=[CH:3][C:2]=1[CH:14]=O.C(O)(=O)C.[H][H]>C(OCC)(=O)C.CCCCCC.[OH-].[OH-].[Pd+2]>[CH3:14][C:2]1[CH:3]=[CH:4][C:5]2[C:6]3[C:11](=[CH:10][CH:9]=[CH:8][CH:7]=3)[CH2:12][C:13]=2[CH:1]=1 |f:5.6.7|. Procedure details: A solution of 2-fluorenecarboxaldehyde (15 g, 77.1 mmol) in 250 mL of 10% solution of acetic acid in ethyl acetate was hydrogenated at 80 psi of hydrogen during 24 hours at room temperature over 20% palladium hydroxide on carbon (catalytic amount). The reaction was monitored by TLC (silica, 25% ethyl acetate in hexane). The catalyst was filtered off, evaporation of the solvents followed by recrystallization of the residual solid from ethanol:water 5:1 afforded 9.6 g (69.0%) of the product as col... Starting materials: ClC1=C(C(=CC(=C1)OCC=C(Cl)Cl)Cl)O (2,6-dichloro-4-(3,3,-dichloro-2-propenyloxy)phenol), C([O-])([O-])=O.[K+].[K+] (potassium carbonate), ice water, crude product, ClC=1C=C(CCl)C=CC1 (m-chlorobenzyl chloride). The solvent is CN(C=O)C (N,N-dimethylformamide), CN(C=O)C (N,N-dimethylformamide). Product: ClC=1C=C(C=C(C1OCC1=CC(=CC=C1)Cl)Cl)OCC=C(Cl)Cl (3,5-dichloro-4-(3-chlorobenzyloxy)-1-(3,3-dichloro-2-propenyloxy)benzene). Isolated yield 68.4%. RXN SMILES: [Cl:1][C:2]1[CH:7]=[C:6]([O:8][CH2:9][CH:10]=[C:11]([Cl:13])[Cl:12])[CH:5]=[C:4]([Cl:14])[C:3]=1[OH:15].C(=O)([O-])[O-].[K+].[K+].[Cl:22][C:23]1[CH:24]=[C:25]([CH:28]=[CH:29][CH:30]=1)[CH2:26]Cl>CN(C)C=O>[Cl:1][C:2]1[CH:7]=[C:6]([O:8][CH2:9][CH:10]=[C:11]([Cl:13])[Cl:12])[CH:5]=[C:4]([Cl:14])[C:3]=1[O:15][CH2:26][C:25]1[CH:28]=[CH:29][CH:30]=[C:23]([Cl:22])[CH:24]=1 |f:1.2.3|. Procedure: To a mixture of 0.51 g of 2,6-dichloro-4-(3,3,-dichloro-2-propenyloxy)phenol, 0.27 g of potassium carbonate and 20 ml of N,N-dimethylformamide was added dropwise a solution of 0.29 g of m-chlorobenzyl chloride dissolved in 5 ml of N,N-dimethylformamide, while stirring at room temperature. After stirring at room temperature for 7 hours, the reaction mixture was poured into ice-water, and extracted twice with 50 ml of diethyl ether. The combined ether layer was washed with water, dried with anhydr... Starting materials: CCOC(=O)c1nccn1CCCOc1ccc(C(=O)N2c3ccccc3C(N(C(C)=O)c3ccc(Cl)cc3)CC2C)cc1, CCO, [Na+], C1CCOC1, [OH-]. Product: CC(=O)N(c1ccc(Cl)cc1)C1CC(C)N(C(=O)c2ccc(OCCCn3ccnc3C(=O)O)cc2)c2ccccc21. As a reaction SMILES: [CH2:1]([CH3:2])[O:3][C:4](=[O:5])[c:6]1[n:7]([CH2:11][CH2:12][CH2:13][O:14][c:15]2[cH:16][cH:17][c:18]([C:21](=[O:22])[N:23]3[CH:24]([CH3:44])[CH2:25][CH:26]([N:33]([c:34]4[cH:35][cH:36][c:37]([Cl:40])[cH:38][cH:39]4)[C:41]([CH3:42])=[O:43])[c:27]4[cH:28][cH:29][cH:30][cH:31][c:32]43)[cH:19][cH:20]2)[cH:8][cH:9][n:10]1.[CH3:45][CH2:46][OH:47].[Na+:49].[O:50]1[CH2:51][CH2:52][CH2:53][CH2:54]1.[OH-:48]>>[O:3]=[C:4]([OH:5])[c:6]1[n:7]([CH2:11][CH2:12][CH2:13][O:14][c:15]2[cH:16][cH:17][c:18]([C:21](=[O:22])[N:23]3[CH:24]([CH3:44])[CH2:25][CH:26]([N:33]([c:34]4[cH:35][cH:36][c:37]([Cl:40])[cH:38][cH:39]4)[C:41]([CH3:42])=[O:43])[c:27]4[cH:28][cH:29][cH:30][cH:31][c:32]43)[cH:19][cH:20]2)[cH:8][cH:9][n:10]1. The reactants are O1C(OCC1)C=1SC(=CN1)C(C(OC)OC)(C)O (2-[2-(1,3-dioxolan-2-yl)-1,3-thiazol-5-yl]-1,1-dimethoxypropan-2-ol), Cl (hydrochloric acid), C(O)([O-])=O.[Na+] (sodium hydrogen carbonate). Solvent: CC(=O)C (acetone). Reaction conditions: temperature 60 celsius, time 8 hour. Product: OC(C(OC)OC)(C)C1=CN=C(S1)C=O (5-(1-hydroxy-2,2-dimethoxy-1-methylethyl)-1,3-thiazole-2-carbaldehyde). The yield is 70.8%. Reaction SMILES: [O:1]1CCO[CH:2]1[C:6]1[S:7][C:8]([C:11]([OH:18])([CH3:17])[CH:12]([O:15][CH3:16])[O:13][CH3:14])=[CH:9][N:10]=1.Cl.C(=O)([O-])O.[Na+]>CC(C)=O>[OH:18][C:11]([C:8]1[S:7][C:6]([CH:2]=[O:1])=[N:10][CH:9]=1)([CH3:17])[CH:12]([O:13][CH3:14])[O:15][CH3:16] |f:2.3|. Procedure: A mixture of 2-[2-(1,3-dioxolan-2-yl)-1,3-thiazol-5-yl]-1,1-dimethoxypropan-2-ol (1.58 g), 1M hydrochloric acid (5 ml) and acetone (15 mL) was stirred overnight at 60° C. To the reaction mixture was added saturated aqueous sodium hydrogen carbonate, and the mixture was extracted with ethyl acetate. The ethyl acetate layer was washed with saturated brine, dried (MgSO4) and concentrated. The obtained residue was subjected to silica gel column chromatography, and the title compound (0.94 g, yield 7... The reactants are FC(C(=O)N1CC2=CC(=CC=C2CC1)S(=O)(=O)Cl)(F)F (2-(2,2,2-trifluoroacetyl)-1,2,3,4-tetrahydro-isoquinoline-7-sulfonyl chloride), NCCC1N(CCC1)C ((+/−)-2-(2-aminoethyl)-1-methylpyrrolidine). RXN SMILES: F[C:2](F)(F)[C:3]([N:5]1[CH2:14][CH2:13][C:12]2[C:7](=[CH:8][C:9]([S:15](Cl)(=[O:17])=[O:16])=[CH:10][CH:11]=2)[CH2:6]1)=O.[NH2:21][CH2:22][CH2:23][CH:24]1[CH2:28][CH2:27][CH2:26][N:25]1[CH3:29]>CO.Cl>[CH:2]1([CH2:3][N:5]2[CH2:14][CH2:13][C:12]3[C:7](=[CH:8][C:9]([S:15]([NH:21][CH2:22][CH2:23][C@@H:24]4[CH2:28][CH2:27][CH2:26][N:25]4[CH3:29])(=[O:17])=[O:16])=[CH:10][CH:11]=3)[CH2:6]2)[CH2:11][CH2:12][CH2:7][CH2:8][CH2:9]1. Run in Cl (hydrochloric acid), CO (methanol). Procedure: WO2005/118547 describes a general method of synthesis which is difficult to transpose to the industrial scale for production in large quantities. This method of synthesis entails reacting 2-(2,2,2-trifluoroacetyl)-1,2,3,4-tetrahydro-isoquinoline-7-sulfonyl chloride with (+/−)-2-(2-aminoethyl)-1-methylpyrrolidine, which product is deprotected in methanol and hydrochloric acid. The enantiomers are next separated by chiral chromatography. The resulting N-{2-[(2S)-1-methylpyrrolidin-2-yl]ethyl}-1,2,... The product is C1(CCCCC1)CN1CC2=CC(=CC=C2CC1)S(=O)(=O)NCC[C@H]1N(CCC1)C (2-(Cyclohexylmethyl)-N-{2-[(2S)-1-methylpyrrolidin-2-yl]ethyl}-1,2,3,4-tetrahydroisoquinoline-7-sulfonamide). Starting materials: CCN(CC)CCCl, Cl, [H-], [Na+], [Na+], CN(C)C=O, C1COCCO1, [OH-], O, O=C(O)c1ccc(O)cc1. The product is CCN(CC)CCOc1ccc(C(=O)O)cc1. RXN SMILES: [CH2:13]([CH3:14])[N:15]([CH2:16][CH3:17])[CH2:18][CH2:19][Cl:20].[ClH:21].[H-:12].[Na+:11].[Na+:23].[O:24]=[CH:25][N:26]([CH3:27])[CH3:28].[O:30]1[CH2:31][CH2:32][O:33][CH2:34][CH2:35]1.[OH-:22].[OH2:29].[OH:1][C:2](=[O:3])[c:4]1[cH:5][cH:6][c:7]([OH:8])[cH:9][cH:10]1>>[OH:1][C:2](=[O:3])[c:4]1[cH:5][cH:6][c:7]([O:8][CH2:19][CH2:18][N:15]([CH2:13][CH3:14])[CH2:16][CH3:17])[cH:9][cH:10]1. The reactants are [BH3-]C#N, COC(=O)Cc1ccc(OC)c(-c2ccc(C(F)(F)F)cc2C(C)=O)c1, CCN, CC(=O)O, CO, [Na+], [Na+], O=C([O-])O. Product: CCNC(C)c1cc(C(F)(F)F)ccc1-c1cc(CC(=O)OC)ccc1OC. RXN SMILES: [C:30]([BH3-:31])#[N:32].[CH3:1][O:2][C:3]([CH2:4][c:5]1[cH:6][c:7](-[c:13]2[c:14]([C:23]([CH3:24])=[O:25])[cH:15][c:16]([C:19]([F:20])([F:21])[F:22])[cH:17][cH:18]2)[c:8]([O:11][CH3:12])[cH:9][cH:10]1)=[O:26].[CH3:27][CH2:28][NH2:29].[CH3:34][C:35](=[O:36])[OH:37].[CH3:43][OH:44].[Na+:33].[Na+:42].[O-:38][C:39]([OH:40])=[O:41]>>[CH3:1][O:2][C:3]([CH2:4][c:5]1[cH:6][c:7](-[c:13]2[c:14]([CH:23]([CH3:24])[NH:29][CH2:28][CH3:27])[cH:15][c:16]([C:19]([F:20])([F:21])[F:22])[cH:17][cH:18]2)[c:8]([O:11][CH3:12])[cH:9][cH:10]1)=[O:26].